Task: describe an organic reaction: reactants, conditions, products, and yield. Dataset: the Open Reaction Database (ORD), a public repository of structured organic reaction records Starting materials: Cl (hydrochloric acid), [OH-].[Na+] (Sodium hydroxide), C(C)O (ethanol), C(CCC)OC1=CC(=C(CN2C(=NC3=C2C=CC=C3C(=O)OCC)C)C=C1)Cl (1-(4-butyloxy2-chlorobenzyl)(ethoxycarbonyl)-2-methylbenzimidazole). Solvent: O (water). Reaction conditions: time 4 hour. Yields the product C(CCC)OC1=CC(=C(CN2C(=NC3=C2C=C(C=C3)C(=O)O)C)C=C1)Cl (1-(4-butyloxy-2-chlorobenzyl)-6-carboxy-2-methyl-benzimidazole). Isolated yield 72.8%. As a reaction SMILES: [OH-].[Na+].C(O)C.[CH2:6]([O:10][C:11]1[CH:32]=[CH:31][C:14]([CH2:15][N:16]2[C:20]3[CH:21]=[CH:22][CH:23]=[C:24]([C:25]([O:27]CC)=[O:26])[C:19]=3[N:18]=[C:17]2[CH3:30])=[C:13]([Cl:33])[CH:12]=1)[CH2:7][CH2:8][CH3:9].Cl>O>[CH2:6]([O:10][C:11]1[CH:32]=[CH:31][C:14]([CH2:15][N:16]2[C:20]3[CH:19]=[C:24]([C:25]([OH:27])=[O:26])[CH:23]=[CH:22][C:21]=3[N:18]=[C:17]2[CH3:30])=[C:13]([Cl:33])[CH:12]=1)[CH2:7][CH2:8][CH3:9] |f:0.1|. Procedure: Sodium hydroxide (0.17 g), ethanol (8 ml), and water (4 ml) were added to 1-(4-butyloxy2-chlorobenzyl)(ethoxycarbonyl)-2-methylbenzimidazole (0.62 g) and the whole was s d for 4 hours at 80° C. The pH was adjusted to about 5 with 35% hydrochloric acid. Deposited crystals were filtered and dried to obtain crystals (0.42 g) of 1-(4-butyloxy-2-chlorobenzyl)-6-carboxy-2-methyl-benzimidazole. [Physicochemical properties of the compound]